From a dataset of the Open Reaction Database (ORD), a public repository of structured organic reaction records. describe an organic reaction: reactants, conditions, products, and yield Reactants: Cc1cc(N)cc(C)c1S(=O)(=O)C[N+](=O)[O-], Cc1cccc(S(=O)(=O)Cl)c1, Cl, [K+], C1CCOC1, [OH-], O, c1ccncc1. The product is Cc1cccc(S(=O)(=O)Nc2cc(C)c(S(=O)(=O)C[N+](=O)[O-])c(C)c2)c1. RXN SMILES: [CH3:20][c:21]1[cH:22][c:23]([NH2:24])[cH:25][c:26]([CH3:35])[c:27]1[S:28](=[O:29])(=[O:30])[CH2:31][N+:32](=[O:33])[O-:34].[CH3:9][c:10]1[cH:11][c:12]([S:16](=[O:17])(=[O:18])[Cl:19])[cH:13][cH:14][cH:15]1.[ClH:36].[K+:8].[O:37]1[CH2:38][CH2:39][CH2:40][CH2:41]1.[OH-:7].[OH2:42].[cH:1]1[cH:2][cH:3][n:4][cH:5][cH:6]1>>[CH3:9][c:10]1[cH:11][c:12]([S:16](=[O:17])(=[O:18])[NH:24][c:23]2[cH:22][c:21]([CH3:20])[c:27]([S:28](=[O:29])(=[O:30])[CH2:31][N+:32](=[O:33])[O-:34])[c:26]([CH3:35])[cH:25]2)[cH:13][cH:14][cH:15]1. Starting materials: CC(=O)C (acetone), [N-]=[N+]=[N-].[Na+] (sodium azide), BrCC(=O)OCC (ethyl bromoacetate). Run in O (water). Reaction conditions: temperature 65 celsius. The product is N(=[N+]=[N-])CC(=O)OCC (ethyl azidoacetate). Isolated yield 67.0%. RXN SMILES: CC(C)=O.[N-:5]=[N+:6]=[N-:7].[Na+].Br[CH2:10][C:11]([O:13][CH2:14][CH3:15])=[O:12]>O>[N:5]([CH2:10][C:11]([O:13][CH2:14][CH3:15])=[O:12])=[N+:6]=[N-:7] |f:1.2|. Procedure details: A mixture of 6:4 acetone:water (20 ml) to was added to sodium azide (1.30 grams, 20 mmol, 2 molequivalents) followed by addition of ethyl bromoacetate (1.67 grams, 10 mmol, 1 molequivalent). The resulting mixture was refluxed overnight at 65° C. The acetone was thereafter evaporated under reduced pressure and the mixture was extracted with dichloromethane. The aqueous phase was washed with dichloromethane and the combined organic phase was washed with water, dried over sodium sulfate and evapora... Reactants: COC(=O)CCc1ccccc1OCCOC1CN(C(=O)OCc2ccccc2)CCC1c1ccc(OCCCOCc2ccccc2OC)cc1, Cl, [Na+], C1COCCO1, [OH-]. The product is COc1ccccc1COCCCOc1ccc(C2CCN(C(=O)OCc3ccccc3)CC2OCCOc2ccccc2CCC(=O)O)cc1. Reaction SMILES: [CH3:1][O:2][c:3]1[c:4]([CH2:5][O:6][CH2:7][CH2:8][CH2:9][O:10][c:11]2[cH:12][cH:13][c:14]([CH:17]3[CH:18]([O:33][CH2:34][CH2:35][O:36][c:37]4[c:38]([CH2:43][CH2:44][C:45](=[O:46])[O:47][CH3:48])[cH:39][cH:40][cH:41][cH:42]4)[CH2:19][N:20]([C:23](=[O:24])[O:25][CH2:26][c:27]4[cH:28][cH:29][cH:30][cH:31][cH:32]4)[CH2:21][CH2:22]3)[cH:15][cH:16]2)[cH:49][cH:50][cH:51][cH:52]1.[ClH:55].[Na+:54].[O:56]1[CH2:57][CH2:58][O:59][CH2:60][CH2:61]1.[OH-:53]>>[CH3:1][O:2][c:3]1[c:4]([CH2:5][O:6][CH2:7][CH2:8][CH2:9][O:10][c:11]2[cH:12][cH:13][c:14]([CH:17]3[CH:18]([O:33][CH2:34][CH2:35][O:36][c:37]4[c:38]([CH2:43][CH2:44][C:45](=[O:46])[OH:47])[cH:39][cH:40][cH:41][cH:42]4)[CH2:19][N:20]([C:23](=[O:24])[O:25][CH2:26][c:27]4[cH:28][cH:29][cH:30][cH:31][cH:32]4)[CH2:21][CH2:22]3)[cH:15][cH:16]2)[cH:49][cH:50][cH:51][cH:52]1. Reactants: CS(=O)(=O)N (methanesulfonamide), [H-].[Na+] (sodium hydride), C(C)(C)(C)NC(=O)C1=CC=C(C=C1)C1=CC(=CC=C1)C1NC2=CC=C(C=C2CC1(C)C)C(=O)O (2-(4′-tert-butylcarbamoyl-biphenyl-3-yl)-3,3-dimethyl-1,2,3,4-tetrahydro-quinoline-6-carboxylic acid), C(=O)(N1C=NC=C1)N1C=NC=C1 (1,1′-carbonyldiimidazole), [H-].[Na+] (sodium hydride), CS(=O)(=O)N (methanesulfonamide). Solvent: CN(C=O)C (N,N-dimethylformamide), CN(C=O)C (N,N-dimethylformamide), CN(C=O)C (N,N-dimethylformamide). Run at temperature 25 celsius, time 1 hour. Yields the product C(C)(C)(C)NC(=O)C1=CC=C(C=C1)C1=CC(=CC=C1)C1NC2=CC=C(C=C2CC1(C)C)C(=O)NS(=O)(=O)C (3′-(6-methanesulfonylaminocarbonyl-3,3-dimethyl-1,2,3,4-tetrahydro-quinolin-2-yl)-biphenyl-4-carboxylic acid tert-butylamide). Yield: 19.6%. Reaction SMILES: [H-].[Na+].[CH3:3][S:4]([NH2:7])(=[O:6])=[O:5].[C:8]([NH:12][C:13]([C:15]1[CH:20]=[CH:19][C:18]([C:21]2[CH:26]=[CH:25][CH:24]=[C:23]([CH:27]3[C:36]([CH3:38])([CH3:37])[CH2:35][C:34]4[C:29](=[CH:30][CH:31]=[C:32]([C:39](O)=[O:40])[CH:33]=4)[NH:28]3)[CH:22]=2)=[CH:17][CH:16]=1)=[O:14])([CH3:11])([CH3:10])[CH3:9].C(N1C=CN=C1)(N1C=CN=C1)=O>CN(C)C=O>[C:8]([NH:12][C:13]([C:15]1[CH:16]=[CH:17][C:18]([C:21]2[CH:26]=[CH:25][CH:24]=[C:23]([CH:27]3[C:36]([CH3:38])([CH3:37])[CH2:35][C:34]4[C:29](=[CH:30][CH:31]=[C:32]([C:39]([NH:7][S:4]([CH3:3])(=[O:6])=[O:5])=[O:40])[CH:33]=4)[NH:28]3)[CH:22]=2)=[CH:19][CH:20]=1)=[O:14])([CH3:11])([CH3:9])[CH3:10] |f:0.1|. Reported procedure: To a suspension of 60% sodium hydride (87 mg, 2.1 mmol) in N,N-dimethylformamide (1.5 mL) was added methanesulfonamide (210 mg, 2.2 mmol) at room temperature. The resulting mixture was stirred at 25° C. for 1 h. A solution of 2-(4′-tert-butylcarbamoyl-biphenyl-3-yl)-3,3-dimethyl-1,2,3,4-tetrahydro-quinoline-6-carboxylic acid (100 mg, 0.22 mmol) and 1,1′-carbonyldiimidazole (72 mg, 0.44 mmol) in N,N-dimethylformamide (2.0 mL) was stirred at 70° C. After stirring at 70° C. for 1 h, the above suspe... Starting materials: [Si](C)(C)(C(C)(C)C)OCC(=CC(=O)O)CO (3-((t-butyldimethylsilyloxy)methyl)-4-hydroxybut-2-eneoic acid), 1,4-lactone, CC(C)C[AlH]CC(C)C (DIBAL). Run in C(Cl)Cl (methylene chloride). Conditions: temperature 78 celsius, time 4 hour. Product: [Si](C)(C)(C(C)(C)C)OCC(CO)=CCO (2-((t-Butyldimethylsilyloxy)methyl)-but-2-ene-1,4-diol). As a reaction SMILES: [Si:1]([O:8][CH2:9][C:10]([CH2:15][OH:16])=[CH:11][C:12](O)=[O:13])([C:4]([CH3:7])([CH3:6])[CH3:5])([CH3:3])[CH3:2].CC(C[AlH]CC(C)C)C>C(Cl)Cl>[Si:1]([O:8][CH2:9][C:10](=[CH:11][CH2:12][OH:13])[CH2:15][OH:16])([C:4]([CH3:7])([CH3:6])[CH3:5])([CH3:3])[CH3:2]. Procedure details: A 2.210 g (9.69 mmol) sample of 3-((t-butyldimethylsilyloxy)methyl)-4-hydroxybut-2-eneoic acid, 1,4-lactone, from Example 336A, was dissolved in 6 mL of methylene chloride, cooled in a dry ice bath, and 14.2 mL (21.3 mmol) of DIBAL was added. The mixture was stirred at 78° C. for 4 hours, allowed to warm to room temperature and stirred for 16 hours. The mixture was cooled to -78° C. and quenched with 1.53 mL of methanol and 2.55 mL of water. The mixture was filtered, and the filtrate concentrate... Reactants: C(C)(=O)O (acetic acid), N1=C(C=CC=C1)CNC(C1=CC(=C(C=C1)NC(C)=O)NCC1=CC=C(C=C1)OCC1=CC=CC=C1)=O (N-(2-pyridylmethyl)-4-acetylamino-3-(4-benzyloxybenzylamino)benzamide). Run in C(C)O (ethanol). Run at temperature 90 celsius, time 7 hour. Yields the product C(C1=CC=CC=C1)OC1=CC=C(CN2C(=NC3=C2C=C(C=C3)C(NCC3=NC=CC=C3)=O)C)C=C1 (1-(4-benzyloxybenzyl)-2-methyl-6-[(2-pyridylmethyl)carbamoyl]-benzimidazole). Yield: 89.8%. Reaction SMILES: C(O)(=O)C.[N:5]1[CH:10]=[CH:9][CH:8]=[CH:7][C:6]=1[CH2:11][NH:12][C:13](=[O:40])[C:14]1[CH:19]=[CH:18][C:17]([NH:20][C:21](=O)[CH3:22])=[C:16]([NH:24][CH2:25][C:26]2[CH:31]=[CH:30][C:29]([O:32][CH2:33][C:34]3[CH:39]=[CH:38][CH:37]=[CH:36][CH:35]=3)=[CH:28][CH:27]=2)[CH:15]=1>C(O)C>[CH2:33]([O:32][C:29]1[CH:30]=[CH:31][C:26]([CH2:25][N:24]2[C:16]3[CH:15]=[C:14]([C:13](=[O:40])[NH:12][CH2:11][C:6]4[CH:7]=[CH:8][CH:9]=[CH:10][N:5]=4)[CH:19]=[CH:18][C:17]=3[N:20]=[C:21]2[CH3:22])=[CH:27][CH:28]=1)[C:34]1[CH:39]=[CH:38][CH:37]=[CH:36][CH:35]=1. Reported procedure: Four milliliters of acetic acid and 8 ml of ethanol were added to 0.434 g of N-(2-pyridylmethyl)-4-acetylamino-3-(4-benzyloxybenzylamino)benzamide, and the mixture was stirred at 90° C. for 7 hours. The reaction solution was concentrated under reduced pressure. Ethyl acetate and ether were added to the residue for crystallization. The crystals were separated through filtration, and were dried to give 0.375 g of 1-(4-benzyloxybenzyl)-2-methyl-6-[(2-pyridylmethyl)carbamoyl]-benzimidazole (242).